This data is from the Open Reaction Database (ORD), a public repository of structured organic reaction records. The task is: describe an organic reaction: reactants, conditions, products, and yield Starting materials: CC1CCC#CCCCC=CCC(=O)OCC1, CCO, c1ccc2ncccc2c1. Yields the product CC1CCC=CCCCC=CCC(=O)OCC1. As a reaction SMILES: [CH3:11][CH:12]1[CH2:13][CH2:14][C:15]#[C:16][CH2:17][CH2:18][CH2:19][CH:20]=[CH:21][CH2:22][C:23](=[O:27])[O:24][CH2:25][CH2:26]1.[CH3:28][CH2:29][OH:30].[cH:1]1[cH:2][c:3]2[c:4]([n:5][cH:6][cH:7][cH:8]2)[cH:9][cH:10]1>>[CH3:11][CH:12]1[CH2:13][CH2:14][CH:15]=[CH:16][CH2:17][CH2:18][CH2:19][CH:20]=[CH:21][CH2:22][C:23](=[O:27])[O:24][CH2:25][CH2:26]1.